describe an organic reaction: reactants, conditions, products, and yield From a dataset of the Open Reaction Database (ORD), a public repository of structured organic reaction records. Reaction SMILES: [Br:7][c:8]1[cH:9][n:10][c:11]([NH2:14])[n:12][n:13]1.[CH2:15]([CH3:16])[O:17][CH:18]([CH3:19])[n:20]1[n:21][cH:22][c:23]([B:25]2[O:26][C:27]([CH3:28])([CH3:29])[C:30]([CH3:31])([CH3:32])[O:33]2)[cH:24]1.[CH3:35][c:36]1[cH:37][cH:38][cH:39][cH:40][cH:41]1.[CH3:42][CH2:43][OH:44].[Na+:1].[Na+:2].[O-:3][C:4](=[O:5])[O-:6].[OH2:34].[cH:45]1[cH:46][cH:47][c:48]([P:49]([Pd:50]([P:51]([c:52]2[cH:53][cH:54][cH:55][cH:56][cH:57]2)([c:58]2[cH:59][cH:60][cH:61][cH:62][cH:63]2)[c:64]2[cH:65][cH:66][cH:67][cH:68][cH:69]2)([P:70]([c:71]2[cH:72][cH:73][cH:74][cH:75][cH:76]2)([c:77]2[cH:78][cH:79][cH:80][cH:81][cH:82]2)[c:83]2[cH:84][cH:85][cH:86][cH:87][cH:88]2)[P:89]([c:90]2[cH:91][cH:92][cH:93][cH:94][cH:95]2)([c:96]2[cH:97][cH:98][cH:99][cH:100][cH:101]2)[c:102]2[cH:103][cH:104][cH:105][cH:106][cH:107]2)([c:108]2[cH:109][cH:110][cH:111][cH:112][cH:113]2)[c:114]2[cH:115][cH:116][cH:117][cH:118][cH:119]2)[cH:120][cH:121]1>>[c:8]1(-[c:23]2[cH:22][n:21][n:20]([CH:18]([O:17][CH2:15][CH3:16])[CH3:19])[cH:24]2)[cH:9][n:10][c:11]([NH2:14])[n:12][n:13]1. Reactants: Nc1ncc(Br)nn1, CCOC(C)n1cc(B2OC(C)(C)C(C)(C)O2)cn1, Cc1ccccc1, CCO, [Na+], [Na+], O=C([O-])[O-], O, c1ccc(P(c2ccccc2)(c2ccccc2)[Pd](P(c2ccccc2)(c2ccccc2)c2ccccc2)(P(c2ccccc2)(c2ccccc2)c2ccccc2)P(c2ccccc2)(c2ccccc2)c2ccccc2)cc1. Product: CCOC(C)n1cc(-c2cnc(N)nn2)cn1. The reactants are C1(CC1)COC1=C(C=CC=C1OC)/C=C/C=1N=C2N(C(C1I)=O)C=CS2 (7-{(E)-2-[2-(Cyclopropylmethoxy)-3-methoxyphenyl]vinyl}-6-iodo-5H-[1,3]thiazolo[3,2-a]pyrimidin-5-one), Cl.ClC1=CN=C(S1)N (5-chloro-1,3-thiazol-2-amine hydrochloride), ClCC(CC(=O)OCC)=O (ethyl chloroacetoacetate). Yields the product ClC1=CN2C(=NC(=CC2=O)CCl)S1 (2-Chloro-7-(chloromethyl)-5H-[1,3]thiazolo[3,2-a]pyrimidin-5-one). Isolated yield 124.1%. Reaction SMILES: C1(COC2C(OC)=CC=CC=2/C=C/C2N=C3SC=CN3C(=O)C=2I)CC1.Cl.[Cl:28][C:29]1[S:33][C:32]([NH2:34])=[N:31][CH:30]=1.[Cl:35][CH2:36][C:37](=O)[CH2:38][C:39](OCC)=[O:40]>>[Cl:28][C:29]1[S:33][C:32]2=[N:34][C:37]([CH2:36][Cl:35])=[CH:38][C:39](=[O:40])[N:31]2[CH:30]=1 |f:1.2|. Reported procedure: Step 1: This compound was prepared according to the procedure outlined in Intermediate 2, Step 1 using 5-chloro-1,3-thiazol-2-amine hydrochloride (3.01 g, 17.482 mmol) polyphosphoric acid (81.0 g) and ethyl chloroacetoacetate (4.03 g, 24.475 mmol) to afford 5.1 g of the desired compound as a brown solid: 1H NMR (300 MHz, DMSO-d6) δ 4.55 (s, 2H), 6.45 (s, 1H), 8.31 (s, 1H); ESI-MS (m/z) 235.57 (M+H)+. The reactants are CO, [Cl-], Cl, [Na+], [Na+], COC(=O)C1CCC(N2CCCC2=O)CC1, [OH-]. Yields the product O=C(O)C1CCC(N2CCCC2=O)CC1. Reaction SMILES: [CH3:22][OH:23].[Cl-:21].[ClH:19].[Na+:18].[Na+:20].[O:1]=[C:2]1[N:3]([CH:7]2[CH2:8][CH2:9][CH:10]([C:13](=[O:14])[O:15][CH3:16])[CH2:11][CH2:12]2)[CH2:4][CH2:5][CH2:6]1.[OH-:17]>>[O:1]=[C:2]1[N:3]([CH:7]2[CH2:8][CH2:9][CH:10]([C:13](=[O:14])[OH:15])[CH2:11][CH2:12]2)[CH2:4][CH2:5][CH2:6]1. Starting materials: C1CCOC1, [Li+], CCCCNc1nc(N)nc(C)c1Cc1ccc(CC(=O)OC)cc1O, [OH-], O. The product is CCCCNc1nc(N)nc(C)c1Cc1ccc(CC(=O)O)cc1O. Reaction SMILES: [CH2:29]1[O:30][CH2:31][CH2:32][CH2:33]1.[Li+:28].[NH2:1][c:2]1[n:3][c:4]([CH3:26])[c:5]([CH2:13][c:14]2[c:15]([OH:25])[cH:16][c:17]([CH2:20][C:21](=[O:22])[O:23][CH3:24])[cH:18][cH:19]2)[c:6]([NH:8][CH2:9][CH2:10][CH2:11][CH3:12])[n:7]1.[OH-:27].[OH2:34]>>[NH2:1][c:2]1[n:3][c:4]([CH3:26])[c:5]([CH2:13][c:14]2[c:15]([OH:25])[cH:16][c:17]([CH2:20][C:21](=[O:22])[OH:23])[cH:18][cH:19]2)[c:6]([NH:8][CH2:9][CH2:10][CH2:11][CH3:12])[n:7]1. The reactants are ClC1=NC=CC(=N1)NC1=NNC(=C1)C1CC1 (2-chloro-N-(5-cyclopropyl-1H-pyrazol-3-yl)-pyrimidin-4-amine), C(C)NC(C)C=1N=CC2=C(N1)C=CN2COCC[Si](C)(C)C (N-ethyl-1-(5-((2-(trimethylsilyl)ethoxy)methyl)-5H-pyrrolo[3,2-d]pyrimidin-2-yl)ethanamine), CCN(C(C)C)C(C)C (DIPEA), CCCCO (n-BuOH). Solvent: CCOC(=O)C (EtOAc). Run at temperature 115 celsius. Yields the product C1(CC1)C1=CC(=NN1)NC1=NC(=NC=C1)N(C(C)C=1N=CC2=C(N1)C=CN2COCC[Si](C)(C)C)CC (N4-(5-cyclopropyl-1H-pyrazol-3-yl)-N2-ethyl-N2-(1-(5-((2-(trimethylsilyl)ethoxy)methyl)-5H-pyrrolo[3,2-d]pyrimidin-2-yl)ethyl)pyrimidine-2,4-diamine). Isolated yield 80.0%. Reaction SMILES: Cl[C:2]1[N:7]=[C:6]([NH:8][C:9]2[CH:13]=[C:12]([CH:14]3[CH2:16][CH2:15]3)[NH:11][N:10]=2)[CH:5]=[CH:4][N:3]=1.[CH2:17]([NH:19][CH:20]([C:22]1[N:23]=[CH:24][C:25]2[N:30]([CH2:31][O:32][CH2:33][CH2:34][Si:35]([CH3:38])([CH3:37])[CH3:36])[CH:29]=[CH:28][C:26]=2[N:27]=1)[CH3:21])[CH3:18].CCN(C(C)C)C(C)C.CCCCO>CCOC(C)=O>[CH:14]1([C:12]2[NH:11][N:10]=[C:9]([NH:8][C:6]3[CH:5]=[CH:4][N:3]=[C:2]([N:19]([CH2:17][CH3:18])[CH:20]([C:22]4[N:23]=[CH:24][C:25]5[N:30]([CH2:31][O:32][CH2:33][CH2:34][Si:35]([CH3:38])([CH3:37])[CH3:36])[CH:29]=[CH:28][C:26]=5[N:27]=4)[CH3:21])[N:7]=3)[CH:13]=2)[CH2:16][CH2:15]1. Reported procedure: A vial was charged with 2-chloro-N-(5-cyclopropyl-1H-pyrazol-3-yl)-pyrimidin-4-amine (60 mg, 0.25 mmol), N-ethyl-1-(5-((2-(trimethylsilyl)ethoxy)methyl)-5H-pyrrolo[3,2-d]pyrimidin-2-yl)ethanamine (367.0 mg, 1.14 mmol), DIPEA (1.3 mL) and n-BuOH (3.5 mL), sealed and heated at 115° C. for 96 h. The reaction mixture was poured into EtOAc, and the organic layer was washed with water and brine, dried (Na2SO4), filtered, and concentrated under reduced pressure. The crude product was purified by SiO2ch... The reactants are TEA, ClC(C(=O)Cl)(Cl)Cl (trichloroacetyl chloride), C[Si](CCOCN1C=CC2=C1N=CN=C2C=2C=NN(C2)C(CC(=O)N)CC(=O)N)(C)C (3-[4-(7-[2-(Trimethylsilyl)ethoxy]methyl-7H-pyrrolo[2,3-d]pyrimidin-4-yl)-1H-pyrazol-1-yl]pentanediamide), CN(C)C=O (DMF), CCCCCC (hexane). Run in C(Cl)Cl (DCM), C(Cl)Cl (DCM), C(Cl)Cl (DCM). Conditions: temperature 0 celsius, time 0.5 hour. Product: C[Si](CCOCN1C=CC2=C1N=CN=C2C=2C=NN(C2)C(CC#N)CC#N)(C)C (3-[4-(7-[2-(Trimethylsilyl)ethoxy]methyl-7H-pyrrolo[2,3-d]pyrimidin-4-yl)-1H-pyrazol-1-yl]-pentanedinitrile). RXN SMILES: [CH3:1][Si:2]([CH3:31])([CH3:30])[CH2:3][CH2:4][O:5][CH2:6][N:7]1[C:11]2[N:12]=[CH:13][N:14]=[C:15]([C:16]3[CH:17]=[N:18][N:19]([CH:21]([CH2:26][C:27]([NH2:29])=O)[CH2:22][C:23]([NH2:25])=O)[CH:20]=3)[C:10]=2[CH:9]=[CH:8]1.CN(C=O)C.ClC(Cl)(Cl)C(Cl)=O.CCCCCC>C(Cl)Cl>[CH3:31][Si:2]([CH3:1])([CH3:30])[CH2:3][CH2:4][O:5][CH2:6][N:7]1[C:11]2[N:12]=[CH:13][N:14]=[C:15]([C:16]3[CH:17]=[N:18][N:19]([CH:21]([CH2:26][C:27]#[N:29])[CH2:22][C:23]#[N:25])[CH:20]=3)[C:10]=2[CH:9]=[CH:8]1. Reported procedure: 3-[4-(7-[2-(Trimethylsilyl)ethoxy]methyl-7H-pyrrolo[2,3-d]pyrimidin-4-yl)-1H-pyrazol-1-yl]pentanediamide (29.0 g, 0.0654 mol) was partially dissolved in DMF (200 mL, 2 mol), DCM (200 mL, 3 mol) and TEA (36 mL, 0.26 mol) and cooled in an ice bath under nitrogen atmosphere. The trichloroacetyl chloride (15 mL, 0.14 mol) was added dropwise turning the reaction to a dark solution. This was stirred at 0° C. for ½ h. The reaction was then concentrated to remove the DCM and the resulting DMF solution w... Starting materials: C1(CCCCC1)N(C(CCC(C(=CC1=C(C=CC(=C1)OC1=CC=CC=C1)[N+](=O)[O-])C#N)C1CCOCC1)=O)C (5-cyano-6-(2-nitro-5-phenoxy-phenyl)-4-(tetrahydro-pyran-4-yl)-hex-5-enoic acid cyclohexyl-methyl-amide), [NH4+].[Cl-] (NH4Cl). Reagents/catalysts: [Zn] (Zn). Run in CO (methanol). Run at time 900 second. Product: NC1=NC2=CC=C(C=C2C=C1C(CCC(=O)N(C)C1CCCCC1)C1CCOCC1)OC1=CC=CC=C1 (4-(2-Amino-6-phenoxy-quinolin-3-yl)-N-cyclohexyl-N-methyl-4-(tetrahydro-pyran-4-yl)-butyramide). RXN SMILES: [CH:1]1([N:7]([CH3:39])[C:8](=[O:38])[CH2:9][CH2:10][CH:11]([CH:32]2[CH2:37][CH2:36][O:35][CH2:34][CH2:33]2)[C:12]([C:30]#[N:31])=[CH:13][C:14]2[CH:19]=[C:18]([O:20][C:21]3[CH:26]=[CH:25][CH:24]=[CH:23][CH:22]=3)[CH:17]=[CH:16][C:15]=2[N+:27]([O-])=O)[CH2:6][CH2:5][CH2:4][CH2:3][CH2:2]1.[NH4+].[Cl-]>CO.[Zn]>[NH2:31][C:30]1[C:12]([CH:11]([CH:32]2[CH2:37][CH2:36][O:35][CH2:34][CH2:33]2)[CH2:10][CH2:9][C:8]([N:7]([CH:1]2[CH2:6][CH2:5][CH2:4][CH2:3][CH2:2]2)[CH3:39])=[O:38])=[CH:13][C:14]2[C:15](=[CH:16][CH:17]=[C:18]([O:20][C:21]3[CH:26]=[CH:25][CH:24]=[CH:23][CH:22]=3)[CH:19]=2)[N:27]=1 |f:1.2|. Reported procedure: A solution of 5-cyano-6-(2-nitro-5-phenoxy-phenyl)-4-(tetrahydro-pyran-4-yl)-hex-5-enoic acid cyclohexyl-methyl-amide (0.37 g, 0.697 mmol) in methanol was divided evenly into two microwave tubes containing Zn (0.9 g, 13.8 mmol) and NH4Cl (0.1 g, 1.87 mmol). The reaction mixture was subjected to μW at 95° C. for 900 sec. The reaction mixture was filtered through Celite®, and the filtrate was evaporated in vacuo to yield a crude product which was purified on a silica gel column (10% MeOH/dichlorom...